This data is from the Open Reaction Database (ORD), a public repository of structured organic reaction records. The task is: describe an organic reaction: reactants, conditions, products, and yield Starting materials: CCOC(=O)c1cc(-c2cccc(Cl)c2)c(-c2cccc(Cl)c2)o1, [Li+], C1COCCO1, [OH-]. Yields the product O=C(O)c1cc(-c2cccc(Cl)c2)c(-c2cccc(Cl)c2)o1. Reaction SMILES: [Cl:1][c:2]1[cH:3][c:4](-[c:8]2[cH:9][c:10]([C:20](=[O:21])[O:22][CH2:23][CH3:24])[o:11][c:12]2-[c:13]2[cH:14][c:15]([Cl:19])[cH:16][cH:17][cH:18]2)[cH:5][cH:6][cH:7]1.[Li+:25].[O:27]1[CH2:28][CH2:29][O:30][CH2:31][CH2:32]1.[OH-:26]>>[Cl:1][c:2]1[cH:3][c:4](-[c:8]2[cH:9][c:10]([C:20](=[O:21])[OH:22])[o:11][c:12]2-[c:13]2[cH:14][c:15]([Cl:19])[cH:16][cH:17][cH:18]2)[cH:5][cH:6][cH:7]1. The reactants are O=C([O-])[O-], CI, CN(C)C=O, Cl, [K+], [K+], CCOC(=O)CCC1OC(=O)C(O)=C1c1ccccc1. Product: CCOC(=O)CCC1OC(=O)C(OC)=C1c1ccccc1. RXN SMILES: [C:21](=[O:22])([O-:23])[O-:24].[CH3:27][I:28].[CH3:30][N:31]([CH3:32])[CH:33]=[O:34].[ClH:29].[K+:25].[K+:26].[OH:1][C:2]1=[C:3]([c:15]2[cH:16][cH:17][cH:18][cH:19][cH:20]2)[CH:4]([CH2:8][CH2:9][C:10](=[O:11])[O:12][CH2:13][CH3:14])[O:5][C:6]1=[O:7]>>[O:1]([C:2]1=[C:3]([c:15]2[cH:16][cH:17][cH:18][cH:19][cH:20]2)[CH:4]([CH2:8][CH2:9][C:10](=[O:11])[O:12][CH2:13][CH3:14])[O:5][C:6]1=[O:7])[CH3:21].